Dataset: the Open Reaction Database (ORD), a public repository of structured organic reaction records. Task: describe an organic reaction: reactants, conditions, products, and yield Starting materials: N1C=NC=C1 (imidazole), ClC1=CC2=C(N=CN=C2NCC2=CC(=CC=C2)[N+](=O)[O-])S1 (6-chloro-4-(3-nitrobenzylamino)-thieno-[2,3-d]-pyrimidine). The product is N1(C=NC=C1)C=1N=C(C2=C(N1)SC=C2)NCC2=CC(=CC=C2)[N+](=O)[O-] (2-(imidazol-1-yl)-4-(3-nitrobenzylamino)-thieno-[2,3-d]-pyrimidine). RXN SMILES: [NH:1]1[CH:5]=[CH:4][N:3]=[CH:2]1.Cl[C:7]1[S:26][C:10]2[N:11]=[CH:12][N:13]=[C:14]([NH:15][CH2:16][C:17]3[CH:22]=[CH:21][CH:20]=[C:19]([N+:23]([O-:25])=[O:24])[CH:18]=3)[C:9]=2[CH:8]=1>>[N:1]1([C:12]2[N:13]=[C:14]([NH:15][CH2:16][C:17]3[CH:22]=[CH:21][CH:20]=[C:19]([N+:23]([O-:25])=[O:24])[CH:18]=3)[C:9]3[CH:8]=[CH:7][S:26][C:10]=3[N:11]=2)[CH:5]=[CH:4][N:3]=[CH:2]1. Procedure details: Following the procedure of Example 97, the reaction of imidazole with 6-chloro-4-(3-nitrobenzylamino)-thieno-[2,3-d]-pyrimidine gives 2-(imidazol-1-yl)-4-(3-nitrobenzylamino)-thieno-[2,3-d]-pyrimidine. Reactants: solution, OC1=C(C(=CC=C1)O)C=1C2=CC=C(N2)C(=C2C=CC(C(=C3C=CC(=C(C=4C=CC1N4)C4=C(C=CC=C4O)O)N3)C3=C(C=CC=C3O)O)=N2)C2=C(C=CC=C2O)O (5,10,15,20-tetra(2',6'-dihydroxyphenyl)porphyrin), C(C(C)(C)C)(=O)O (pivalic acid). Reagents/catalysts: CN(C1=CC=NC=C1)C (4-dimethylaminopyridine). Solvent: O1CCCC1 (tetrahydrofuran), C(Cl)(Cl)Cl (chloroform). Yields the product C(C(C)(C)C)(=O)OC1=C(C(=CC=C1)OC(C(C)(C)C)=O)C=1C2=CC=C(N2)C(=C2C=CC(C(=C3C=CC(=C(C=4C=CC1N4)C4=C(C=CC=C4OC(C(C)(C)C)=O)OC(C(C)(C)C)=O)N3)C3=C(C=CC=C3OC(C(C)(C)C)=O)OC(C(C)(C)C)=O)=N2)C2=C(C=CC=C2OC(C(C)(C)C)=O)OC(C(C)(C)C)=O (5,10,15,20-tetra(2',6'-dipivaloyloxyphenyl)porphyrin). As a reaction SMILES: [OH:1][C:2]1[CH:7]=[CH:6][CH:5]=[C:4]([OH:8])[C:3]=1[C:9]1[C:10]2[NH:14][C:13]([C:15]([C:49]3[C:54]([OH:55])=[CH:53][CH:52]=[CH:51][C:50]=3[OH:56])=[C:16]3[N:48]=[C:19]([C:20]([C:40]4[C:45]([OH:46])=[CH:44][CH:43]=[CH:42][C:41]=4[OH:47])=[C:21]4[NH:39][C:24](=[C:25]([C:31]5[C:36]([OH:37])=[CH:35][CH:34]=[CH:33][C:32]=5[OH:38])[C:26]5[CH:27]=[CH:28][C:29]=1[N:30]=5)[CH:23]=[CH:22]4)[CH:18]=[CH:17]3)=[CH:12][CH:11]=2.[C:57]([OH:63])(=O)[C:58]([CH3:61])([CH3:60])[CH3:59]>O1CCCC1.CN(C)C1C=CN=CC=1.C(Cl)(Cl)Cl>[C:57]([O:1][C:2]1[CH:7]=[CH:6][CH:5]=[C:4]([O:8][C:57](=[O:63])[C:58]([CH3:61])([CH3:60])[CH3:59])[C:3]=1[C:9]1[C:10]2[NH:14][C:13]([C:15]([C:49]3[C:50]([O:56][C:57](=[O:63])[C:58]([CH3:61])([CH3:60])[CH3:59])=[CH:51][CH:52]=[CH:53][C:54]=3[O:55][C:57](=[O:63])[C:58]([CH3:61])([CH3:60])[CH3:59])=[C:16]3[N:48]=[C:19]([C:20]([C:40]4[C:45]([O:46][C:57](=[O:63])[C:58]([CH3:61])([CH3:60])[CH3:59])=[CH:44][CH:43]=[CH:42][C:41]=4[O:47][C:57](=[O:63])[C:58]([CH3:61])([CH3:60])[CH3:59])=[C:21]4[NH:39][C:24](=[C:25]([C:31]5[C:32]([O:38][C:57](=[O:63])[C:58]([CH3:61])([CH3:60])[CH3:59])=[CH:33][CH:34]=[CH:35][C:36]=5[O:37][C:57](=[O:63])[C:58]([CH3:61])([CH3:60])[CH3:59])[C:26]5[CH:27]=[CH:28][C:29]=1[N:30]=5)[CH:23]=[CH:22]4)[CH:18]=[CH:17]3)=[CH:12][CH:11]=2)(=[O:63])[C:58]([CH3:61])([CH3:60])[CH3:59]. Reported procedure: 50 ml of a solution of 1.0 g of 5,10,15,20-tetra(2',6'-dihydroxyphenyl)porphyrin in dry tetrahydrofuran was refluxed at the boiling point in an atmosphere of nitrogen. 5.0 g of anhydrous pivalic acid and then 0.17 g of 4-dimethylaminopyridine were added to the solution, and the mixture was heated under reflux for about 20 hours. The reaction solution was evaporated and the residue obtained was dissolved in 250 ml of chloroform. The chloroform solution was washed with dilute hydrochloric acid and... Starting materials: Cl[Sn]Cl (SnCl2), FC1=CC=C(C=C1)C(=CC)N1CCCC1 ((1-(4-fluorophenyl)prop-1-enyl]pyrrolidine), FC1=CC=C(C=C1)C(CC)=O (4′-fluoropropio phenone), N1CCCC1 (pyrrolidine), CC1=NC(=C(C(=N1)Cl)[N+](=O)[O-])Cl (2-methyl-4,6-dichloro-5-nitropyrimidine), C(C)(C)N(C(C)C)CC (N,N-diisopropylethylamine), N1CCCCC1 (piperidine), Cl[Sn]Cl (SnCl2). The reagents and catalysts are Cl[Ti](Cl)(Cl)Cl (TiCl4). The solvent is CN(C)C=O (DMF), CCN(CC)CC (NEt3). Conditions: temperature 140 celsius, time 16 hour. The product is FC1=CC=C(C=C1)C1CC(CC(N1)C)C1=NC=C2C(N1)=C(C=N2)C (6-(4-fluorophenyl)-2,7-dimethyl-4-piperidylpyrrolo[3,2-d]pyrimidine). Yield: 23.0%. RXN SMILES: FC1C=C[C:5]([C:8]([N:11]2CCCC2)=[CH:9]C)=CC=1.[F:16][C:17]1[CH:22]=[CH:21][C:20]([C:23](=O)[CH2:24][CH3:25])=[CH:19][CH:18]=1.N1C[CH2:30][CH2:29][CH2:28]1.C[C:33]1[N:38]=[C:37](Cl)[C:36]([N+:40]([O-])=O)=[C:35](Cl)[N:34]=1.C(N(CC)C(C)C)(C)C.N1CCCCC1.Cl[Sn]Cl>CN(C=O)C.Cl[Ti](Cl)(Cl)Cl.CCN(CC)CC>[F:16][C:17]1[CH:22]=[CH:21][C:20]([CH:23]2[NH:11][CH:8]([CH3:9])[CH2:5][CH:25]([C:33]3[NH:38][C:37]4=[C:29]([CH3:30])[CH:28]=[N:40][C:36]4=[CH:35][N:34]=3)[CH2:24]2)=[CH:19][CH:18]=1. Procedure: Using the method described in Example 30 by employing [(1-(4-fluorophenyl)prop-1-enyl]pyrrolidine (freshly prepared before use from 4′-fluoropropio phenone (Aldrich Chemical Company), pyrrolidine and TiCl4 (1.65 g, 8.04 mmol), 2-methyl-4,6-dichloro-5-nitropyrimidine (Example 76(b)) (1.70 g, 8.04 mmol), N,N-diisopropylethylamine (1.4 mL, 8.04 mmol), piperidine (1.3 mL, 12.9 mmol), NEt3 (1.4 mL) and SnCl2 (24 mL of a 2 M soln in DMF). In this example the SnCl2 solution was added to the reaction mi... Reactants: COc1cccc(O)c1, Cl, O=N[O-], [Na+], [Na+], [Na+], [Na+], [Na+], [Na+], O=C([O-])[O-], [OH-], O, Nc1ccc(S(=O)(=O)O)cc1, O=S([O-])S(=O)[O-]. Product: COc1cc(O)ccc1N. RXN SMILES: [CH3:23][O:24][c:25]1[cH:26][cH:27][cH:28][c:29]([OH:30])[cH:31]1.[ClH:22].[N:18]([O-:19])=[O:20].[Na+:12].[Na+:13].[Na+:21].[Na+:33].[Na+:40].[Na+:41].[O-:14][C:15](=[O:16])[O-:17].[OH-:32].[OH2:42].[S:1]([OH:2])(=[O:3])([c:4]1[cH:5][cH:6][c:7]([NH2:9])[cH:8][cH:10]1)=[O:11].[S:34]([S:35]([O-:36])=[O:37])([O-:38])=[O:39]>>[NH2:9][c:26]1[c:25]([O:24][CH3:23])[cH:31][c:29]([OH:30])[cH:28][cH:27]1.